The task is: describe an organic reaction: reactants, conditions, products, and yield. This data is from the Open Reaction Database (ORD), a public repository of structured organic reaction records. Reaction SMILES: [CH3:1][CH:2]([C:4]1[N:9]=[C:8]([N:10]([S:12]([CH3:15])(=[O:14])=[O:13])[CH3:11])[N:7]=[C:6]([C:16]2[CH:17]=[CH:18][C:19]([F:22])=[CH:20][CH:21]=2)[C:5]=1/[CH:23]=[CH:24]/[C@@H:25]([OH:33])[CH2:26][C@@H:27]([OH:32])[CH2:28][C:29]([OH:31])=[O:30])[CH3:3].C([NH-])CCC.O.C(N)(C)(C)C>CC(O)C>[CH3:3][CH:2]([C:4]1[N:9]=[C:8]([N:10]([S:12]([CH3:15])(=[O:13])=[O:14])[CH3:11])[N:7]=[C:6]([C:16]2[CH:21]=[CH:20][C:19]([F:22])=[CH:18][CH:17]=2)[C:5]=1/[CH:23]=[CH:24]/[C@@H:25]([OH:33])[CH2:26][C@@H:27]([OH:32])[CH2:28][C:29]([OH:31])=[O:30])[CH3:1] |f:0.1|. Yield: 112.1%. Reaction conditions: temperature 120 celsius, time 24 hour. Solvent: CC(C)O (2-propanol). Starting materials: CC(C)C1=C(C(=NC(=N1)N(C)S(=O)(=O)C)C=2C=CC(=CC2)F)/C=C/[C@H](C[C@H](CC(=O)O)O)O.C(CCC)[NH-] (rosuvastatin n-butylamide), O (water), C(C)(C)(C)N (tert-butylamine). Procedure: A 800 cm3 autoclave is charged with 16.1 g (0.03 mol) of rosuvastatin n-butylamide, 644 cm3 of water and 43.9 g (63.3 cm3; 0.60 mol) tert-butylamine. The reaction mixture is stirred for 24 hours at 120° C. The mixture is allowed to cool to room temperature, diluted with 2-propanol and evaporated in vacuo. The residue is stirred in the mixture of tert-butylmethylether and heptane (2:5, v/v) and the crystals are filtered. Thus 16.2 g (99%) of rosuvastatin TBA salt are obtained. The crude salt is b... Yields the product CC(C)C1=C(C(=NC(=N1)N(C)S(=O)(=O)C)C=2C=CC(=CC2)F)/C=C/[C@H](C[C@H](CC(=O)O)O)O (rosuvastatin). The reactants are NC1=NC2=C(C(=NC1)C1=CC=CC=C1)C=C(C=C2)C(F)(F)F (2-amino-7-trifluromethyl-5-phenyl-3H-1,4-benzodiazepine), C(C#C)(=O)OCCC (propyl propiolate). The solvent is C(CC)O (propanol). Product: FC(C=1C=CC2=C(C(=NCC=3N2C=CC(N3)=O)C3=CC=CC=C3)C1)(F)F (9-trifluoromethyl-7-phenylpyrimido[1,2-a][1,4]benzodiazepin-3(5H)-one). Reaction SMILES: [NH2:1][C:2]1[CH2:8][N:7]=[C:6]([C:9]2[CH:14]=[CH:13][CH:12]=[CH:11][CH:10]=2)[C:5]2[CH:15]=[C:16]([C:19]([F:22])([F:21])[F:20])[CH:17]=[CH:18][C:4]=2[N:3]=1.[C:23](OCCC)(=[O:26])[C:24]#[CH:25]>C(O)CC>[F:21][C:19]([F:22])([F:20])[C:16]1[CH:17]=[CH:18][C:4]2[N:3]3[CH:25]=[CH:24][C:23](=[O:26])[N:1]=[C:2]3[CH2:8][N:7]=[C:6]([C:9]3[CH:10]=[CH:11][CH:12]=[CH:13][CH:14]=3)[C:5]=2[CH:15]=1. Procedure details: In the manner given in Example 1, 2-amino-7-trifluromethyl-5-phenyl-3H-1,4-benzodiazepine, propyl propiolate and propanol were refluxed. The mixture was chromatographed to give 9-trifluoromethyl-7-phenylpyrimido[1,2-a][1,4]benzodiazepin-3(5H)-one. As a reaction SMILES: [CH3:1][C:2]1[CH:7]=[C:6]([O:8]C)[CH:5]=[C:4]([CH3:10])[C:3]=1[C:11]([C:13]1[CH:18]=[CH:17][C:16]([O:19][CH3:20])=[C:15]([CH:21]([CH3:23])[CH3:22])[CH:14]=1)=[O:12].B(Br)(Br)Br>C(Cl)Cl>[CH3:1][C:2]1[CH:7]=[C:6]([OH:8])[CH:5]=[C:4]([CH3:10])[C:3]=1[C:11](=[O:12])[C:13]1[CH:18]=[CH:17][C:16]([O:19][CH3:20])=[C:15]([CH:21]([CH3:23])[CH3:22])[CH:14]=1.[CH3:1][C:2]1[CH:7]=[C:6]([OH:8])[CH:5]=[C:4]([CH3:10])[C:3]=1[CH2:11][C:13]1[CH:18]=[CH:17][C:16]([OH:19])=[C:15]([CH:21]([CH3:22])[CH3:23])[CH:14]=1. Procedure details: To (2,6-dimethyl-4-methoxyphenyl)-(3-isopropyl-4-methoxyphenyl) methanone (10) (1 g, 3.20 mmol) in 60 ml of methylene chloride at -78° C. was added 32 mL of boron tribromide (1.0M in methylene chloride). The reaction mixture was stirred at -78° C. for 30 minutes, and then for 12 hours at room temperature. The reaction mixture was washed with water (2×125 mL), dried (MgSO4), and evaporated to give crude product (900 mg). Purification using flash column chromatography (silica gel, 90:10 hexane/eth... Run at temperature -78 celsius, time 30 minute. Reactants: CC1=C(C(=CC(=C1)OC)C)C(=O)C1=CC(=C(C=C1)OC)C(C)C ((2,6-dimethyl-4-methoxyphenyl)-(3-isopropyl-4-methoxyphenyl) methanone), B(Br)(Br)Br (boron tribromide). Isolated yield 49.0%. The solvent is C(Cl)Cl (methylene chloride). Product: CC=1C=C(C=C(C1C(C1=CC(=C(C=C1)OC)C(C)C)=O)C)O (3,5-dimethyl-4-(4'-methoxy-3'-isopropylbenzoyl) phenol), CC=1C=C(C=C(C1CC1=CC(=C(C=C1)O)C(C)C)C)O (3,5-dimethyl-4-(4'-hydroxy-3'-isopropylbenzyl) phenol). Starting materials: C(#N)C=1C=C2C(=CNC2=CC1)CCCCN1CCN(CC1)C=1C=CC2=C(C=C(O2)C(=O)OC)C1 (Methyl 5-[4-[4-(5-cyanoindol-3-yl)butyl]piperazin-1-yl]benzofuran-2-carboxylate), N (ammonia). RXN SMILES: [C:1]([C:3]1[CH:4]=[C:5]2[C:9](=[CH:10][CH:11]=1)[NH:8][CH:7]=[C:6]2[CH2:12][CH2:13][CH2:14][CH2:15][N:16]1[CH2:21][CH2:20][N:19]([C:22]2[CH:23]=[CH:24][C:25]3[O:29][C:28]([C:30]([O:32]C)=O)=[CH:27][C:26]=3[CH:34]=2)[CH2:18][CH2:17]1)#[N:2].[NH3:35]>>[CH:11]1[C:3]([C:1]#[N:2])=[CH:4][C:5]2[C:6]([CH2:12][CH2:13][CH2:14][CH2:15][N:16]3[CH2:21][CH2:20][N:19]([C:22]4[CH:23]=[CH:24][C:25]5[O:29][C:28]([C:30]([NH2:35])=[O:32])=[CH:27][C:26]=5[CH:34]=4)[CH2:18][CH2:17]3)=[CH:7][NH:8][C:9]=2[CH:10]=1. Yields the product C1=CC2=C(C=C1C#N)C(=CN2)CCCCN3CCN(CC3)C=4C=CC5=C(C4)C=C(O5)C(=O)N (vilazodone). Conditions: temperature 27.5 celsius. Procedure: Methyl 5-[4-[4-(5-cyanoindol-3-yl)butyl]piperazin-1-yl]benzofuran-2-carboxylate (41 g) was added to saturated methanolic ammonia solution (8200 ml) under stirring at 25-30° C., the resulting mixture was stirred for 3 to 4 hours at the same temperature to form a clear solution. The reaction mass was stirred for 24 hours at 25-30° C., followed by filtration of the separated solid and then dried to produce 28 g of vilazodone. The mother liquors were taken and the solvent was distilled off under vac...